This data is from the Open Reaction Database (ORD), a public repository of structured organic reaction records. The task is: describe an organic reaction: reactants, conditions, products, and yield Reactants: C, COc1ccc(C(C)C)cc1-c1ccc(OCc2ccccc2)cc1CN(Cc1cc(C(F)(F)F)cc(C(F)(F)F)c1)c1ncc(OCCCC(=O)OC(C)(C)C)cn1, CCO, [Pd]. Yields the product COc1ccc(C(C)C)cc1-c1ccc(O)cc1CN(Cc1cc(C(F)(F)F)cc(C(F)(F)F)c1)c1ncc(OCCCC(=O)OC(C)(C)C)cn1. Reaction SMILES: [C:63].[CH2:1]([c:2]1[cH:3][cH:4][cH:5][cH:6][cH:7]1)[O:8][c:9]1[cH:10][c:11]([CH2:26][N:27]([c:28]2[n:29][cH:30][c:31]([O:34][CH2:35][CH2:36][CH2:37][C:38](=[O:39])[O:40][C:41]([CH3:42])([CH3:43])[CH3:44])[cH:32][n:33]2)[CH2:45][c:46]2[cH:47][c:48]([C:56]([F:57])([F:58])[F:59])[cH:49][c:50]([C:52]([F:53])([F:54])[F:55])[cH:51]2)[c:12](-[c:15]2[c:16]([O:24][CH3:25])[cH:17][cH:18][c:19]([CH:21]([CH3:22])[CH3:23])[cH:20]2)[cH:13][cH:14]1.[CH3:60][CH2:61][OH:62].[Pd:64]>>[OH:8][c:9]1[cH:10][c:11]([CH2:26][N:27]([c:28]2[n:29][cH:30][c:31]([O:34][CH2:35][CH2:36][CH2:37][C:38](=[O:39])[O:40][C:41]([CH3:42])([CH3:43])[CH3:44])[cH:32][n:33]2)[CH2:45][c:46]2[cH:47][c:48]([C:56]([F:57])([F:58])[F:59])[cH:49][c:50]([C:52]([F:53])([F:54])[F:55])[cH:51]2)[c:12](-[c:15]2[c:16]([O:24][CH3:25])[cH:17][cH:18][c:19]([CH:21]([CH3:22])[CH3:23])[cH:20]2)[cH:13][cH:14]1. Reactants: CC=1C=NC2=C(C=CC=C2C1C=1C=C(C=CC1)O)C(F)(F)F (3-[3-Methyl-8-(trifluoromethyl)quinolin-4-yl]phenol), BrCC1=CC=C(C=C1)CC(=O)O (4-bromomethylphenylacetic acid), C(=O)([O-])[O-].[Cs+].[Cs+] (Cs2CO3). Solvent: C(Cl)Cl (CH2Cl2). Run at temperature 70 celsius, time 8 hour. Yields the product CC=1C=NC2=C(C=CC=C2C1C=1C=C(OCC2=CC=C(C=C2)CC(=O)O)C=CC1)C(F)(F)F ([4-({3-[3-METHYL-8-(TRIFLUOROMETHYL)QUINOLIN-4-YL]PHENOXY}METHYL)PHENYL]ACETIC ACID). RXN SMILES: [CH3:1][C:2]1[CH:3]=[N:4][C:5]2[C:10]([C:11]=1[C:12]1[CH:13]=[C:14]([OH:18])[CH:15]=[CH:16][CH:17]=1)=[CH:9][CH:8]=[CH:7][C:6]=2[C:19]([F:22])([F:21])[F:20].Br[CH2:24][C:25]1[CH:30]=[CH:29][C:28]([CH2:31][C:32]([OH:34])=[O:33])=[CH:27][CH:26]=1.C([O-])([O-])=O.[Cs+].[Cs+]>C(Cl)Cl>[CH3:1][C:2]1[CH:3]=[N:4][C:5]2[C:10]([C:11]=1[C:12]1[CH:13]=[C:14]([CH:15]=[CH:16][CH:17]=1)[O:18][CH2:24][C:25]1[CH:26]=[CH:27][C:28]([CH2:31][C:32]([OH:34])=[O:33])=[CH:29][CH:30]=1)=[CH:9][CH:8]=[CH:7][C:6]=2[C:19]([F:22])([F:20])[F:21] |f:2.3.4|. Procedure: 3-[3-Methyl-8-(trifluoromethyl)quinolin-4-yl]phenol (1.13 g, 3.73 mmol) and 4-bromomethylphenylacetic acid (1.02 g, 4.47 mmol) in CH2Cl2 (60 mL) is treated with Cs2CO3 (4.86 g, 14.9 mmol) and the reaction is stirred overnight. The solvent is removed and the residue dissolved in THF and 2N aq NaOH. After heating at 70° C. for 1 h, the reaction is cooled and the layers separated. The aqueous layer is further extracted with ethyl acetate. The combined organics are dried (Na2SO4) and concentrated. T... Starting materials: CC1(OC2=C([C@H]([C@@H]1O)N1C(CCC1)=O)C=C(C=C2)[N+](=O)[O-])C (trans-3,4-dihydro-2,2-dimethyl-6-nitro-4-(2-oxopyrrolidin-1-yl)-2H-1-benzopyran-3-ol). The reagents and catalysts are [Pd] (Pd/C). Solvent: C(C)O (ethanol). Run at time 18 hour. The product is NC=1C=CC2=C([C@H]([C@@H](C(O2)(C)C)O)N2C(CCC2)=O)C1 (TRANS-6-AMINO-3,4-DIHYDRO-2,2-DIMETHYL-4-(2-OXOPYRROLIDIN-1-YL)-2H-1 -BENZOPYRAN-3-OL). RXN SMILES: [CH3:1][C:2]1([CH3:22])[C@@H:7]([OH:8])[C@H:6]([N:9]2[CH2:13][CH2:12][CH2:11][C:10]2=[O:14])[C:5]2[CH:15]=[C:16]([N+:19]([O-])=O)[CH:17]=[CH:18][C:4]=2[O:3]1>C(O)C.[Pd]>[NH2:19][C:16]1[CH:17]=[CH:18][C:4]2[O:3][C:2]([CH3:22])([CH3:1])[C@@H:7]([OH:8])[C@H:6]([N:9]3[CH2:13][CH2:12][CH2:11][C:10]3=[O:14])[C:5]=2[CH:15]=1. Procedure: To a solution of 8.0 g (0.025 mol) of trans-3,4-dihydro-2,2-dimethyl-6-nitro-4-(2-oxopyrrolidin-1-yl)-2H-1-benzopyran-3-ol (U.S. Pat. No. 4,647,670) in 800 mL of ethanol is added 2.8 g of 10% Pd/C, and the reaction mixture is stirred under a hydrogen atmosphere for 18 h. The reaction mixture is filtered, evaporated, and the resulting oil subjected to chromatography on silica gel utilizing 4% methanol in dichloromethane as eluent. The eluates are analyzed by thin layer chromatography, and the app...